Dataset: the Open Reaction Database (ORD), a public repository of structured organic reaction records. Task: describe an organic reaction: reactants, conditions, products, and yield Reactants: CC1(c2cc(Br)ccc2F)COC(=O)N1, CCO, [Li+], [OH-], O, O. The product is CC(N)(CO)c1cc(Br)ccc1F. As a reaction SMILES: [Br:1][c:2]1[cH:3][cH:4][c:5]([F:15])[c:6]([C:8]2([CH3:14])[NH:9][C:10](=[O:13])[O:11][CH2:12]2)[cH:7]1.[CH3:16][CH2:17][OH:18].[Li+:21].[OH-:20].[OH2:19].[OH2:22]>>[Br:1][c:2]1[cH:3][cH:4][c:5]([F:15])[c:6]([C:8]([NH2:9])([CH2:12][OH:11])[CH3:14])[cH:7]1. Reactants: C[C@@]1(OC1)C=1C=NC=CC1 (methyl (R)-(pyridin-3-yl)oxirane), N[C@@H](CC1=CNC2=C(C=CC=C12)C(=O)OC)C (methyl (R)-3-(2-aminopropyl)-1H-indole-7-carboxylate), N1C=NC=C1 (imidazole), C(C)[Si](CC)(CC)Cl (triethylsilyl chloride). The reagents and catalysts are CN(C1=CC=NC=C1)C (4-dimethylaminopyridine). The solvent is C(C)(=O)OCC (ethyl acetate), CO (methanol). Reaction conditions: time 3 hour. Yields the product N1=CC(=CC=C1)[C@H](CN[C@@H](CC1=CNC2=C(C=CC=C12)C(=O)OC)C)O[Si](CC)(CC)CC (methyl 3-[(2R)-2-(2-pyridin-3-yl-(2 R)-2-(triethylsilyloxy)ethyl-amino)propyl]-1H-indole-7-carboxylate). Yield: 24.3%. Reaction SMILES: C[C@@:2]1([C:5]2[CH:6]=[N:7][CH:8]=[CH:9][CH:10]=2)[CH2:4][O:3]1.[NH2:11][C@H:12]([CH3:27])[CH2:13][C:14]1[C:22]2[C:17](=[C:18]([C:23]([O:25][CH3:26])=[O:24])[CH:19]=[CH:20][CH:21]=2)[NH:16][CH:15]=1.N1C=CN=C1.[CH2:33]([Si:35](Cl)([CH2:38][CH3:39])[CH2:36][CH3:37])[CH3:34]>CO.CN(C)C1C=CN=CC=1.C(OCC)(=O)C>[N:7]1[CH:8]=[CH:9][CH:10]=[C:5]([C@@H:2]([O:3][Si:35]([CH2:38][CH3:39])([CH2:36][CH3:37])[CH2:33][CH3:34])[CH2:4][NH:11][C@H:12]([CH3:27])[CH2:13][C:14]2[C:22]3[C:17](=[C:18]([C:23]([O:25][CH3:26])=[O:24])[CH:19]=[CH:20][CH:21]=3)[NH:16][CH:15]=2)[CH:6]=1. Reported procedure: A solution of methyl (R)-(pyridin-3-yl)oxirane (1.17 g, 9.7 mmol) and methyl (R)-3-(2-aminopropyl)-1H-indole-7-carboxylate (1.50 g, 6.5 mmol) in methanol (10 mL) is stirred at 100° C. for 2 hours under sealed conditions, and the mixture is cooled and concentrated. The residue is dissolved in N,N-dimethylformamide (20 mL), and thereto are added imidazole (1.70 g, 25 mmol) and 4-dimethylaminopyridine (61 mg, 0.5 mmol) and triethylsilyl chloride (3.25 mL, 19.4 mmol). The mixture is stirred at room ... Reactants: BrC1CCC1, N#Cc1ccc(O)c(Br)c1, CCOC(C)=O, [K+], [K+], O=C([O-])[O-], CN(C)C=O. Yields the product N#Cc1ccc(OC2CCC2)c(Br)c1. RXN SMILES: [Br:11][CH:12]1[CH2:13][CH2:14][CH2:15]1.[Br:1][c:2]1[cH:3][c:4]([C:5]#[N:6])[cH:7][cH:8][c:9]1[OH:10].[CH3:27][CH2:28][O:29][C:30]([CH3:31])=[O:32].[K+:16].[K+:17].[O-:18][C:19]([O-:20])=[O:21].[O:22]=[CH:23][N:24]([CH3:25])[CH3:26]>>[Br:1][c:2]1[cH:3][c:4]([C:5]#[N:6])[cH:7][cH:8][c:9]1[O:10][CH:12]1[CH2:13][CH2:14][CH2:15]1. Starting materials: C(C=C)N1C(C2=CC=C(C=C2C1=O)C(=O)O)=O (2-Allyl-1,3-dioxoisoindoline-5-carboxylic acid), Cl.FC(C1=CC=C(C=C1)[C@H](N)C1=NC=CC=C1C(F)(F)F)(F)F ((S)-(4-(trifluoromethyl)-phenyl)(3-(trifluoromethyl)pyridin-2-yl)methanamine hydrochloride), C(C=C)N1C(C2=CC=C(C=C2C1=O)C(=O)O)=O (2-allyl-1,3-dioxoisoindoline-5-carboxylic acid). Yields the product C(C=C)N1C(C2=CC=C(C=C2C1=O)C(=O)N[C@H](C1=NC=CC=C1C(F)(F)F)C1=CC=C(C=C1)C(F)(F)F)=O ((S)-2-allyl-1,3-dioxo-N-((4-(trifluoromethyl)phenyl)(3-(trifluoromethyl)pyridin-2-yl)methyl)isoindoline-5-carboxamide). As a reaction SMILES: [CH2:1]([N:4]1[C:12](=[O:13])[C:11]2[C:6](=[CH:7][CH:8]=[C:9]([C:14]([OH:16])=O)[CH:10]=2)[C:5]1=[O:17])[CH:2]=[CH2:3].Cl.[F:19][C:20]([F:40])([F:39])[C:21]1[CH:26]=[CH:25][C:24]([C@@H:27]([C:29]2[C:34]([C:35]([F:38])([F:37])[F:36])=[CH:33][CH:32]=[CH:31][N:30]=2)[NH2:28])=[CH:23][CH:22]=1>>[CH2:1]([N:4]1[C:12](=[O:13])[C:11]2[C:6](=[CH:7][CH:8]=[C:9]([C:14]([NH:28][C@@H:27]([C:24]3[CH:25]=[CH:26][C:21]([C:20]([F:40])([F:19])[F:39])=[CH:22][CH:23]=3)[C:29]3[C:34]([C:35]([F:36])([F:37])[F:38])=[CH:33][CH:32]=[CH:31][N:30]=3)=[O:16])[CH:10]=2)[C:5]1=[O:17])[CH:2]=[CH2:3] |f:1.2|. Procedure: 2-Allyl-1,3-dioxoisoindoline-5-carboxylic acid was then coupled with Intermediate 1 using the general methods described above for the amide coupling reaction (Table 2) to provide the title compound, (S)-2-allyl-1,3-dioxo-N-((4-(trifluoromethyl)phenyl)(3-(trifluoromethyl)pyridin-2-yl)methyl)isoindoline-5-carboxamide as a white solid. 1H NMR (300 MHz, CDCl3) δ ppm 8.93 (d, J=3.9 Hz, 1H), 8.44 (d, J=7.6 Hz, 1H), 8.30-8.21 (m, 2H), 8.11-8.02 (m, 1H), 7.98-7.89 (m, 1H), 7.64-7.46 (m, 5H), 6.88 (d, J=...